Dataset: the Open Reaction Database (ORD), a public repository of structured organic reaction records. Task: describe an organic reaction: reactants, conditions, products, and yield The reactants are OC1=C2C=CC=C(C2=CC=C1)C(=O)O (5-hydroxy-1-naphthoic acid), C(C)(=O)Cl (acetyl chloride). The solvent is C1=CC=CC=C1 (benzene). Run at time 15 minute. Product: C(C)(=O)OC1=CC=CC=2C(=CC=CC12)C(=O)O (1-acetoxy-5-naphthoic acid). Reaction SMILES: [OH:1][C:2]1[CH:11]=[CH:10][CH:9]=[C:8]2[C:3]=1[CH:4]=[CH:5][CH:6]=[C:7]2[C:12]([OH:14])=[O:13].[C:15](Cl)(=[O:17])[CH3:16]>C1C=CC=CC=1>[C:15]([O:1][C:2]1[C:3]2[CH:4]=[CH:5][CH:6]=[C:7]([C:12]([OH:14])=[O:13])[C:8]=2[CH:9]=[CH:10][CH:11]=1)(=[O:17])[CH3:16]. Reported procedure: A solution of 20 g. of 5-hydroxy-1-naphthoic acid in 200 ml. of benzene and 40 ml. of acetyl chloride is refluxed for 3 hours. Solvent and excess acetyl chloride are evaporated. The mixture is dissolved in methanol (150 ml.) and water (20 ml.) added. After 15 minutes, addition of more water results in the precipitation of 1-acetoxy-5-naphthoic acid. The reactants are CC1=CC=C(OC(CC2=CC=C(C=C2)CO)C)C=C1 ({4-[2-(4-methylphenoxy)propyl]phenyl}methanol), C(Cl)(Cl)(Cl)Cl (CCl4), C1=CC=C(C=C1)P(C2=CC=CC=C2)C3=CC=CC=C3 (PPh3). Solvent: C1CCOC1 (THF). The product is CC1=CC=C(C=C1)OC(CC1=CC=C(C=C1)CCl)C (1-[4-(chloromethyl)phenyl]propan-2-yl 4-methylphenyl ether). As a reaction SMILES: [CH3:1][C:2]1[CH:19]=[CH:18][C:5]([O:6][CH:7]([CH3:17])[CH2:8][C:9]2[CH:14]=[CH:13][C:12]([CH2:15]O)=[CH:11][CH:10]=2)=[CH:4][CH:3]=1.C(Cl)(Cl)(Cl)[Cl:21].C1C=CC(P(C2C=CC=CC=2)C2C=CC=CC=2)=CC=1>C1COCC1>[CH3:1][C:2]1[CH:19]=[CH:18][C:5]([O:6][CH:7]([CH3:17])[CH2:8][C:9]2[CH:14]=[CH:13][C:12]([CH2:15][Cl:21])=[CH:11][CH:10]=2)=[CH:4][CH:3]=1. Procedure: To a solution of {4-[2-(4-methylphenoxy)propyl]phenyl}methanol (0.725 g) in THF (20 mL) were added CCl4 (2.3 mL) and PPh3 (1.640 g) at room temperature under an Ar atmosphere. The mixture was heated at reflux for 6.5 hours, and then cooled to room temperature, and evaporated under reduced pressure. The residue was purified by silica gel column chromatography (n-hexane/AcOEt=5/1) to afford 1-[4-(chloromethyl)phenyl]propan-2-yl 4-methylphenyl ether (0.696 g) as a colorless oil.